From a dataset of the Open Reaction Database (ORD), a public repository of structured organic reaction records. describe an organic reaction: reactants, conditions, products, and yield RXN SMILES: [CH2:1]([CH2:2][CH2:3][CH2:4][CH2:5][CH3:6])[c:7]1[cH:8][c:9]2[c:10]([cH:18][c:19]1[C:20](=[O:21])[O:22][c:23]1[n:24][cH:25][c:26]([C:27](=[O:28])[O:29][CH2:30][c:31]3[cH:32][cH:33][cH:34][cH:35][cH:36]3)[cH:37][cH:38]1)[CH2:11][CH2:12][CH2:13][CH2:14][C:15]2([CH3:16])[CH3:17].[CH3:39][CH2:40][O:41][C:42](=[O:43])[CH3:44]>>[CH2:1]([CH2:2][CH2:3][CH2:4][CH2:5][CH3:6])[c:7]1[cH:8][c:9]2[c:10]([cH:18][c:19]1[C:20](=[O:21])[O:22][c:23]1[n:24][cH:25][c:26]([C:27](=[O:28])[OH:29])[cH:37][cH:38]1)[CH2:11][CH2:12][CH2:13][CH2:14][C:15]2([CH3:16])[CH3:17]. Yields the product CCCCCCc1cc2c(cc1C(=O)Oc1ccc(C(=O)O)cn1)CCCCC2(C)C. Starting materials: CCCCCCc1cc2c(cc1C(=O)Oc1ccc(C(=O)OCc3ccccc3)cn1)CCCCC2(C)C, CCOC(C)=O. Starting materials: C(C)OC(=O)C1=C(C=2N=NC(=CC2N1C)Cl)O (3-chloro-7-hydroxy-5-methyl-5H-pyrrolo[3,2-c]pyridazine-6-carboxylic acid ethyl ester). The reagents and catalysts are [Pd] (palladium on carbon). The solvent is C(C)O (ethanol), C(C)O (ethanol). Run at time 3 day. The product is C(C)OC(=O)C1=C(C=2N=NC=CC2N1C)O (7-Hydroxy-5-methyl-5H-pyrrolo[3,2-c]pyridazine-6-carboxylic acid ethyl ester). Yield: 101.1%. As a reaction SMILES: [CH2:1]([O:3][C:4]([C:6]1[N:14]([CH3:15])[C:13]2[CH:12]=[C:11](Cl)[N:10]=[N:9][C:8]=2[C:7]=1[OH:17])=[O:5])[CH3:2]>[Pd].C(O)C>[CH2:1]([O:3][C:4]([C:6]1[N:14]([CH3:15])[C:13]2[CH:12]=[CH:11][N:10]=[N:9][C:8]=2[C:7]=1[OH:17])=[O:5])[CH3:2]. Procedure details: A suspension of 10% wt. palladium on carbon (150 mg) in ethanol was added to a de-gassed suspension of 3-chloro-7-hydroxy-5-methyl-5H-pyrrolo[3,2-c]pyridazine-6-carboxylic acid ethyl ester (1.6 g, 6.26 mmol) in ethanol (150 mL), the atmosphere evacuated and back-filled with nitrogen, re-evacuated and back-filled with hydrogen and the mixture stirred under hydrogen (1 atmosphere) for 3 days at room temperature. The resultant mixture was filtered through Celite® with DCM/methanol washings, the fil... Reactants: C=CCNC=O, OCCS. Product: O=CNCCCSCCO. Reaction SMILES: [CH2:5]([CH:6]=[CH2:7])[NH:8][CH:9]=[O:10].[OH:1][CH2:2][CH2:3][SH:4]>>[OH:1][CH2:2][CH2:3][S:4][CH2:7][CH2:6][CH2:5][NH:8][CH:9]=[O:10]. Reactants: Brc1ccncc1, Cl, NN1CCCC1=O, Oc1ccccc1. The product is O=C1CCCN1Nc1ccncc1. Reaction SMILES: [Br:16][c:17]1[cH:18][cH:19][n:20][cH:21][cH:22]1.[ClH:15].[NH2:1][N:2]1[C:3](=[O:7])[CH2:4][CH2:5][CH2:6]1.[OH:8][c:9]1[cH:10][cH:11][cH:12][cH:13][cH:14]1>>[NH:1]([N:2]1[C:3](=[O:7])[CH2:4][CH2:5][CH2:6]1)[c:17]1[cH:18][cH:19][n:20][cH:21][cH:22]1. Reactants: CCOC(=O)c1c(NC(=O)C2C(C)(C)C2(C)C)sc2c1CCCC2, NCc1ccccc1. The product is CC1(C)C(C(=O)Nc2sc3c(c2C(=O)NCc2ccccc2)CCCC3)C1(C)C. Reaction SMILES: [CH3:1][C:2]1([CH3:24])[CH:3]([C:7](=[O:8])[NH:9][c:10]2[s:11][c:12]3[c:13]([c:14]2[C:15]([O:17][CH2:16][CH3:18])=[O:19])[CH2:20][CH2:21][CH2:22][CH2:23]3)[C:4]1([CH3:5])[CH3:6].[NH2:25][CH2:26][c:27]1[cH:28][cH:29][cH:30][cH:31][cH:32]1>>[CH3:1][C:2]1([CH3:24])[CH:3]([C:7](=[O:8])[NH:9][c:10]2[s:11][c:12]3[c:13]([c:14]2[C:15](=[O:17])[NH:25][CH2:26][c:27]2[cH:28][cH:29][cH:30][cH:31][cH:32]2)[CH2:20][CH2:21][CH2:22][CH2:23]3)[C:4]1([CH3:5])[CH3:6]. Yield: 88.0%. The product is FC1=CC=C(C=C1)C(=C(C=O)C=1N=NN(N1)C(C)C)C1=CC=C(C=C1)F (3,3-Bis(4-fluorophenyl)-2-[2-(1-methylethyl)-2H-tetrazol-5-yl]-2-propenal). Reaction SMILES: FC1C=CC(C(C2C=CC(F)=CC=2)=C(C2N(C(C)C)N=NN=2)C(OCC)=O)=CC=1.[F:30][C:31]1[CH:36]=[CH:35][C:34]([C:37]([C:52]2[CH:57]=[CH:56][C:55]([F:58])=[CH:54][CH:53]=2)=[C:38]([C:44]2[N:45]=[N:46][N:47]([CH:49]([CH3:51])[CH3:50])[N:48]=2)[C:39](OCC)=[O:40])=[CH:33][CH:32]=1>>[F:30][C:31]1[CH:36]=[CH:35][C:34]([C:37]([C:52]2[CH:57]=[CH:56][C:55]([F:58])=[CH:54][CH:53]=2)=[C:38]([C:44]2[N:45]=[N:46][N:47]([CH:49]([CH3:51])[CH3:50])[N:48]=2)[CH:39]=[O:40])=[CH:33][CH:32]=1. Reactants: FC1=CC=C(C=C1)C(=C(C(=O)OCC)C1=NN=NN1C(C)C)C1=CC=C(C=C1)F (ethyl 3,3-bis(4-flurophenyl)-2-[1-(1-methylethyl)-1H-tetrazol-5-yl]-2-propenoate), FC1=CC=C(C=C1)C(=C(C(=O)OCC)C=1N=NN(N1)C(C)C)C1=CC=C(C=C1)F (ethyl 3,3-bis(4-fluorophenyl)-2-[2-(1-methylethyl)-2H-tetrazol-5-yl]-2-propenoate). Reported procedure: The general procedure of Example 21, Steps A, B, C, and D were repeated, except that the ethyl 3,3-bis(4-flurophenyl)-2-[1-(1-methylethyl)-1H-tetrazol-5-yl]-2-propenoate utilized therein was replaced by ethyl 3,3-bis(4-fluorophenyl)-2-[2-(1-methylethyl)-2H-tetrazol-5-yl]-2-propenoate and there was thereby produced in 88% yield the title compound.